Dataset: the Open Reaction Database (ORD), a public repository of structured organic reaction records. Task: describe an organic reaction: reactants, conditions, products, and yield Reactants: COC=1C=CC2=C(N=C(O2)S)C1 (5-methoxy-benzooxazole-2-thiol), S(=O)(Cl)Cl (thionyl chloride). Reagents/catalysts: CN(C)C=O (DMF). Run in ClCCl (dichloromethane). Run at temperature 68 celsius. The product is ClC=1OC2=C(N1)C=C(C=C2)OC (2-Chloro-5-methoxy-benzooxazole). Reaction SMILES: [CH3:1][O:2][C:3]1[CH:4]=[CH:5][C:6]2[O:10][C:9](S)=[N:8][C:7]=2[CH:12]=1.S(Cl)([Cl:15])=O>CN(C=O)C.ClCCl>[Cl:15][C:9]1[O:10][C:6]2[CH:5]=[CH:4][C:3]([O:2][CH3:1])=[CH:12][C:7]=2[N:8]=1. Procedure: To a mixture of 5-methoxy-benzooxazole-2-thiol (12.14 g, 0.07 mol) and thionyl chloride were added two drops of DMF. The mixture was stirred at 68° C. for forty minutes and the formation of gas had stopped. The mixture was diluted with dichloromethane, concentrated, and dried in vacuo to give the title compound as a green solid (14.31 g): 1H NMR (CDCl3, 200 MHz): δ=7.36 (m, 1H), 7.13 (m, 1H), 6.92 (m, 1H), 3.84 (s, 3H). Starting materials: C1CCNC1, COC(=O)C(C)Oc1cccc2ncnc(Nc3ccc4c(cnn4Cc4cccc(F)c4)c3)c12. The product is CC(Oc1cccc2ncnc(Nc3ccc4c(cnn4Cc4cccc(F)c4)c3)c12)C(=O)N1CCCC1. RXN SMILES: [CH2:36]1[CH2:37][CH2:38][NH:39][CH2:40]1.[F:1][c:2]1[cH:3][c:4]([CH2:5][n:6]2[n:7][cH:8][c:9]3[cH:10][c:11]([NH:15][c:16]4[n:17][cH:18][n:19][c:20]5[cH:21][cH:22][cH:23][c:24]([O:26][CH:27]([C:28](=[O:29])[O:30][CH3:31])[CH3:32])[c:25]45)[cH:12][cH:13][c:14]23)[cH:33][cH:34][cH:35]1>>[F:1][c:2]1[cH:3][c:4]([CH2:5][n:6]2[n:7][cH:8][c:9]3[cH:10][c:11]([NH:15][c:16]4[n:17][cH:18][n:19][c:20]5[cH:21][cH:22][cH:23][c:24]([O:26][CH:27]([C:28](=[O:29])[N:39]6[CH2:38][CH2:37][CH2:36][CH2:40]6)[CH3:32])[c:25]45)[cH:12][cH:13][c:14]23)[cH:33][cH:34][cH:35]1.